describe an organic reaction: reactants, conditions, products, and yield From a dataset of the Open Reaction Database (ORD), a public repository of structured organic reaction records. Reactants: ClC=1C=NC(=C(C(=O)O)C1)N1CC(C1)(O)C1=CC(=CC=C1)F (5-chloro-2-(3-(3-fluorophenyl)-3-hydroxyazetidin-1-yl)nicotinic acid), Cl.NC1(CC1)C1=CC=C(C(=O)OC)C=C1 (methyl 4-(1-aminocyclopropyl)benzoate hydrochloride). The product is ClC=1C=NC(=C(C(=O)NC2(CC2)C2=CC=C(C(=O)OC)C=C2)C1)N1CC(C1)(O)C1=CC(=CC=C1)F (methyl 4-(1-(5-chloro-2-(3-(3-fluorophenyl)-3-hydroxyazetidin-1-yl)nicotinamido)cyclopropyl)benzoate). Isolated yield 66.9%. RXN SMILES: [Cl:1][C:2]1[CH:3]=[N:4][C:5]([N:11]2[CH2:14][C:13]([C:16]3[CH:21]=[CH:20][CH:19]=[C:18]([F:22])[CH:17]=3)([OH:15])[CH2:12]2)=[C:6]([CH:10]=1)[C:7](O)=[O:8].Cl.[NH2:24][C:25]1([C:28]2[CH:37]=[CH:36][C:31]([C:32]([O:34][CH3:35])=[O:33])=[CH:30][CH:29]=2)[CH2:27][CH2:26]1>>[Cl:1][C:2]1[CH:3]=[N:4][C:5]([N:11]2[CH2:14][C:13]([C:16]3[CH:21]=[CH:20][CH:19]=[C:18]([F:22])[CH:17]=3)([OH:15])[CH2:12]2)=[C:6]([CH:10]=1)[C:7]([NH:24][C:25]1([C:28]2[CH:37]=[CH:36][C:31]([C:32]([O:34][CH3:35])=[O:33])=[CH:30][CH:29]=2)[CH2:27][CH2:26]1)=[O:8] |f:1.2|. Procedure: The title compound (D161) (64.7 mg) was prepared according to the experimental procedure described in Description 146 (reaction time 1 h) starting from 5-chloro-2-(3-(3-fluorophenyl)-3-hydroxyazetidin-1-yl)nicotinic acid (D111) (63 mg, 0.195 mmol) and methyl 4-(1-aminocyclopropyl)benzoate hydrochloride (D7) (44.4 mg, 0.195 mmol). The reactants are FC=1C=NC2=C(C=CC=C2C1)[N+](=O)[O-] (3-Fluoro-8-nitroquinoline), FC=1C=NC2=CC=CC(=C2C1)[N+](=O)[O-] (3-fluoro-5-nitroquinoline), O.O.[Sn](Cl)Cl (tin(II)chloride-dihydrate). Run in C(C)(=O)OCC (ethyl acetate), C(C)(=O)OCC (ethyl acetate), [OH-].[Na+] (NaOH). Yields the product FC=1C=NC2=C(C=CC=C2C1)N (3-fluoroquinolin-8-amine), FC=1C=NC=2C=CC=C(C2C1)N (3-fluoroquinolin-5-amine). Yield: 37.0%. As a reaction SMILES: [F:1][C:2]1[CH:3]=[N:4][C:5]2[C:10]([CH:11]=1)=[CH:9][CH:8]=[CH:7][C:6]=2[N+:12]([O-])=O.[F:15][C:16]1[CH:17]=[N:18][C:19]2[C:24]([CH:25]=1)=[C:23]([N+:26]([O-])=O)[CH:22]=[CH:21][CH:20]=2.O.O.[Sn](Cl)Cl>C(OCC)(=O)C.[OH-].[Na+]>[F:1][C:2]1[CH:3]=[N:4][C:5]2[C:10]([CH:11]=1)=[CH:9][CH:8]=[CH:7][C:6]=2[NH2:12].[F:15][C:16]1[CH:17]=[N:18][C:19]2[CH:20]=[CH:21][CH:22]=[C:23]([NH2:26])[C:24]=2[CH:25]=1 |f:2.3.4,6.7|. Procedure: 3-Fluoro-8-nitroquinoline, 3-fluoro-5-nitroquinoline, and tin(II)chloride-dihydrate (68.23 g, 302 mmol) in ethyl acetate (200 ml) was placed into a preheated oil bath at 60° C. After heating for 4 h, the solution was cooled to ambient temperature, diluted with 3 N aq. NaOH, and filtered through a pad of celite. The filtrate was extracted with ethyl acetate, the combined organic extracts were dried over magnesium sulfate, filtered, and concentrated under reduced pressure. The residue was flash ch... The reactants are OCc1ccc(Br)cc1, C1CCOC1, COc1ccc(CCl)cc1, [Cl-], [H-], [NH4+], [Na+], CN(C)C=O. Product: COc1ccc(COCc2ccc(Br)cc2)cc1. Reaction SMILES: [Br:1][c:2]1[cH:3][cH:4][c:5]([CH2:6][OH:7])[cH:8][cH:9]1.[CH2:24]1[O:25][CH2:26][CH2:27][CH2:28]1.[CH3:12][O:13][c:14]1[cH:15][cH:16][c:17]([CH2:18][Cl:19])[cH:20][cH:21]1.[Cl-:22].[H-:11].[NH4+:23].[Na+:10].[O:29]=[CH:30][N:31]([CH3:32])[CH3:33]>>[Br:1][c:2]1[cH:3][cH:4][c:5]([CH2:6][O:7][CH2:18][c:17]2[cH:16][cH:15][c:14]([O:13][CH3:12])[cH:21][cH:20]2)[cH:8][cH:9]1. Starting materials: ClCCl, CC(C)(C)OC(=O)N1CC(CO)C1, Cc1ccc(S(=O)(=O)Cl)cc1, c1ccncc1. The product is Cc1ccc(S(=O)(=O)OCC2CN(C(=O)OC(C)(C)C)C2)cc1. RXN SMILES: [Cl:25][CH2:26][Cl:27].[OH:1][CH2:2][CH:3]1[CH2:4][N:5]([C:7](=[O:8])[O:9][C:10]([CH3:11])([CH3:12])[CH3:13])[CH2:6]1.[c:14]1([CH3:24])[cH:15][cH:16][c:17]([S:20](=[O:21])(=[O:22])[Cl:23])[cH:18][cH:19]1.[cH:28]1[cH:29][cH:30][n:31][cH:32][cH:33]1>>[O:1]([CH2:2][CH:3]1[CH2:4][N:5]([C:7](=[O:8])[O:9][C:10]([CH3:11])([CH3:12])[CH3:13])[CH2:6]1)[S:20]([c:17]1[cH:16][cH:15][c:14]([CH3:24])[cH:19][cH:18]1)(=[O:21])=[O:22]. Reactants: CO (methanol), O (water), C(C1=CC=CC=C1)N(S(=O)(=O)C)C1=CC(=CC=C1)[C@H](CN(CCO)CC1=CC=CC=C1)O[Si](CC)(CC)CC ((R)-N-benzyl-N-(3-(2-(benzyl-(2-hydroxyethyl)amino)-1-(triethylsilyloxy)ethyl)phenyl)methanesulfonamide). The reagents and catalysts are [OH-].[OH-].[Pd+2] (palladium hydroxide on carbon). Run in C1CCOC1 (THF). Reaction conditions: temperature 50 celsius, time 15 hour. The product is OCCNC[C@H](O[Si](CC)(CC)CC)C=1C=C(C=CC1)NS(=O)(=O)C ((R)-N-(3-(2-(2-hydroxyethylamino)-1-(triethylsilyloxy)ethyl)phenyl)methanesulfonamide). Reaction SMILES: C([N:8]([C:13]1[CH:18]=[CH:17][CH:16]=[C:15]([C@@H:19]([O:32][Si:33]([CH2:38][CH3:39])([CH2:36][CH3:37])[CH2:34][CH3:35])[CH2:20][N:21](CC2C=CC=CC=2)[CH2:22][CH2:23][OH:24])[CH:14]=1)[S:9]([CH3:12])(=[O:11])=[O:10])C1C=CC=CC=1.CO.O>C1COCC1.[OH-].[OH-].[Pd+2]>[OH:24][CH2:23][CH2:22][NH:21][CH2:20][C@@H:19]([C:15]1[CH:14]=[C:13]([NH:8][S:9]([CH3:12])(=[O:10])=[O:11])[CH:18]=[CH:17][CH:16]=1)[O:32][Si:33]([CH2:34][CH3:35])([CH2:36][CH3:37])[CH2:38][CH3:39] |f:4.5.6|. Procedure details: (R)-N-benzyl-N-(3-(2-(benzyl-(2-hydroxyethyl)amino)-1-(triethylsilyloxy)ethyl)phenyl)methanesulfonamide (500 mg; an intermediate described in Reference Example 1 of WO 03/035620) was dissolved in THF (1.76 mL; manufactured by Wako Pure Chemical Industries, Ltd.) and methanol (1.76 mL; manufactured by Wako Pure Chemical Industries, Ltd.) under a nitrogen atmosphere, and 20% palladium hydroxide on carbon-49.94% wet with water (102.7 mg; manufactured by N.E. Chemcat Corp.) was added thereto. Subseq... Yields the product COc1ccc(F)cc1S(=O)(=O)Cl. Starting materials: COc1ccc(F)cc1, O, O=S(=O)(O)Cl. RXN SMILES: [F:1][c:2]1[cH:3][cH:4][c:5]([O:8][CH3:9])[cH:6][cH:7]1.[OH2:15].[S:10]([OH:11])(=[O:12])(=[O:13])[Cl:14]>>[F:1][c:2]1[cH:3][c:4]([S:10](=[O:11])(=[O:12])[Cl:14])[c:5]([O:8][CH3:9])[cH:6][cH:7]1.